Dataset: the Open Reaction Database (ORD), a public repository of structured organic reaction records. Task: describe an organic reaction: reactants, conditions, products, and yield Product: C1(CCCC1)N1NC(=C2C1=NC(=NC2=O)CN2CC1=CC=CC=C1CC2)CC (1-cyclopentyl-3-ethyl-6-(1,2,3,4-tetrahydro-2-isoquinolinylmethyl)pyrazolo[3,4-d]pyrimidin-4-one). Procedure: Sodium (0.24 g) was dissolved in ethanol (25 mL) and 1-cyclopentyl-3-ethyl-5-amino-1H-pyrazole-4-carboxamide (1.09 g, 4.91 mmol) followed by ethyl 1,2,3,4-tetrahydro-2-isoquinolinyl acetate (2.15 g) were added. The reaction mixture was refluxed for about 2 days, the solvent was stripped and the residue was treated with water and acetic acid. A gum formed which was extracted with CHCl3 (3×100 mL) and the organic layers were combined, dried over MgSO4, filtered and stripped to afford a yellow soli... Starting materials: O (water), C(C)(=O)O (acetic acid), crude product, crude product, C1(CCCC1)N1N=C(C(=C1N)C(=O)N)CC (1-cyclopentyl-3-ethyl-5-amino-1H-pyrazole-4-carboxamide), ethyl 1,2,3,4-tetrahydro-2-isoquinolinyl acetate, [Na] (Sodium), C(C)O (ethanol). As a reaction SMILES: [Na].[CH:2]1([N:7]2[C:11]([NH2:12])=[C:10]([C:13]([NH2:15])=[O:14])[C:9]([CH2:16][CH3:17])=[N:8]2)[CH2:6][CH2:5][CH2:4][CH2:3]1.O.[C:19](O)(=O)[CH3:20].[CH2:23](O)[CH3:24]>>[CH:2]1([N:7]2[C:11]3=[N:12][C:3]([CH2:2][N:7]4[CH2:20][CH2:19][C:23]5[C:24](=[CH:16][CH:9]=[CH:10][CH:13]=5)[CH2:11]4)=[N:15][C:13](=[O:14])[C:10]3=[C:9]([CH2:16][CH3:17])[NH:8]2)[CH2:3][CH2:4][CH2:5][CH2:6]1 |^1:0|. Reactants: COC(C)(C)C, C[O-], Cl, CCOC(=O)C(F)(F)F, [Na+], CC(=O)c1ccc(-c2ccco2)cc1C. Yields the product Cc1cc(-c2ccco2)ccc1C(=O)CC(=O)C(F)(F)F. As a reaction SMILES: [C:29]([O:30][CH3:31])([CH3:32])([CH3:33])[CH3:34].[CH3:10][O-:11].[ClH:28].[F:1][C:2]([C:3]([O:5][CH2:4][CH3:6])=[O:7])([F:8])[F:9].[Na+:12].[o:13]1[c:14](-[c:18]2[cH:19][c:20]([CH3:27])[c:21]([C:24]([CH3:25])=[O:26])[cH:22][cH:23]2)[cH:15][cH:16][cH:17]1>>[F:1][C:2]([C:3](=[O:5])[CH2:25][C:24]([c:21]1[c:20]([CH3:27])[cH:19][c:18](-[c:14]2[o:13][cH:17][cH:16][cH:15]2)[cH:23][cH:22]1)=[O:26])([F:8])[F:9]. Reactants: CSC=1C=CC(=C(C(=O)NCC2CCN(CC2)C(C2=CC=CC=C2)C2=CC=CC=C2)C1)[N+](=O)[O-] (5-methylthio-2-nitro-N-[(1-diphenylmethylpiperidin-4-yl)methyl]benzamide), Cl (HCl), O (H2O). The reagents and catalysts are [Fe] (Fe). Run in CCO (EtOH). Yields the product NC1=C(C(=O)NCC2CCN(CC2)C(C2=CC=CC=C2)C2=CC=CC=C2)C=C(C=C1)SC (2-amino-5-methylthio-N-[(1-diphenylmethylpiperidin-4-yl)methyl]benzamide). As a reaction SMILES: [CH3:1][S:2][C:3]1[CH:4]=[CH:5][C:6]([N+:32]([O-])=O)=[C:7]([CH:31]=1)[C:8]([NH:10][CH2:11][CH:12]1[CH2:17][CH2:16][N:15]([CH:18]([C:25]2[CH:30]=[CH:29][CH:28]=[CH:27][CH:26]=2)[C:19]2[CH:24]=[CH:23][CH:22]=[CH:21][CH:20]=2)[CH2:14][CH2:13]1)=[O:9].Cl.O>[Fe].CCO>[NH2:32][C:6]1[CH:5]=[CH:4][C:3]([S:2][CH3:1])=[CH:31][C:7]=1[C:8]([NH:10][CH2:11][CH:12]1[CH2:13][CH2:14][N:15]([CH:18]([C:19]2[CH:24]=[CH:23][CH:22]=[CH:21][CH:20]=2)[C:25]2[CH:30]=[CH:29][CH:28]=[CH:27][CH:26]=2)[CH2:16][CH2:17]1)=[O:9]. Procedure details: Step 2): A mixture of 5-methylthio-2-nitro-N-[(1-diphenylmethylpiperidin-4-yl)methyl]benzamide (500 mg, 1.05 mmol), Fe powder (587 mg, 1.05 mmol), conc. HCl (0.05 ml), H2O (8 ml) and EtOH (35 ml) was refluxed overnight. The insoluble precipitates were filtered off and then the filtrate was evaporated to give 2-amino-5-methylthio-N-[(1-diphenylmethylpiperidin-4-yl)methyl]benzamide as colorless powder, 450 mg (96%): mp 156°-157° C. The reactants are CC=1C=CC(=C(C(=O)OC)C1)C=1C=NN(C1)C (methyl 5-methyl-2-(1-methyl-1H-pyrazol-4-yl)benzoate), CC=1C=CC(=C(C(=O)OC)C1)B1OC(C(O1)(C)C)(C)C (methyl 5-methyl-2-(4,4,5,5-tetramethyl-1,3,2-dioxaborolan-2-yl)benzoate), ClC1=NC=CC(=N1)Cl (2,4-dichloropyrimidine). The product is ClC1=NC=CC(=N1)C1=C(C(=O)OC)C=C(C=C1)C (Methyl 2-(2-chloropyrimidin-4-yl)-5-methylbenzoate). RXN SMILES: [CH3:1][C:2]1[CH:3]=[CH:4][C:5]([C:12]2[CH:13]=NN(C)C=2)=[C:6]([CH:11]=1)[C:7]([O:9][CH3:10])=[O:8].CC1C=CC(B2OC(C)(C)C(C)(C)O2)=C(C=1)C(OC)=O.[Cl:38][C:39]1[N:44]=C(Cl)C=[CH:41][N:40]=1>>[Cl:38][C:39]1[N:44]=[C:12]([C:5]2[CH:4]=[CH:3][C:2]([CH3:1])=[CH:11][C:6]=2[C:7]([O:9][CH3:10])=[O:8])[CH:13]=[CH:41][N:40]=1. Reported procedure: The title compound was synthesized following the same general protocol as described for methyl 5-methyl-2-(1-methyl-1H-pyrazol-4-yl)benzoate in Example A1, using methyl 5-methyl-2-(4,4,5,5-tetramethyl-1,3,2-dioxaborolan-2-yl)benzoate and 2,4-dichloropyrimidine. ESI-MS (m/z): 263 [M+1]+. RXN SMILES: [CH2:1]([CH3:2])[O:3][C:4](=[O:5])[CH:6]1[CH2:7][N:8]([C:20]([c:21]2[cH:22][cH:23][cH:24][cH:25][cH:26]2)=[O:27])[CH2:9][CH:10]1[c:11]1[cH:12][cH:13][c:14]([N+:17]([O-:18])=[O:19])[cH:15][cH:16]1.[CH3:34][CH2:35][O:36][C:37](=[O:38])[CH3:39].[CH3:40][CH2:41][OH:42].[OH2:33].[Sn:28]([Cl:29])([Cl:30])([Cl:31])[Cl:32]>>[CH2:1]([CH3:2])[O:3][C:4](=[O:5])[CH:6]1[CH2:7][N:8]([C:20]([c:21]2[cH:22][cH:23][cH:24][cH:25][cH:26]2)=[O:27])[CH2:9][CH:10]1[c:11]1[cH:12][cH:13][c:14]([NH2:17])[cH:15][cH:16]1. Starting materials: CCOC(=O)C1CN(C(=O)c2ccccc2)CC1c1ccc([N+](=O)[O-])cc1, CCOC(C)=O, CCO, O, Cl[Sn](Cl)(Cl)Cl. Product: CCOC(=O)C1CN(C(=O)c2ccccc2)CC1c1ccc(N)cc1. The reactants are NC(Cc1ccc(NC(=O)c2c(Cl)cccc2Cl)cc1)C(=O)O, Cl, [Na+], [Na+], O=C([O-])[O-], C1COCCO1, O, O=C(OCC1c2ccccc2-c2ccccc21)ON1C(=O)CCC1=O. Yields the product O=C(NC(Cc1ccc(NC(=O)c2c(Cl)cccc2Cl)cc1)C(=O)O)OCC1c2ccccc2-c2ccccc21. Reaction SMILES: [Cl:2][c:3]1[c:4]([C:10](=[O:11])[NH:12][c:13]2[cH:14][cH:15][c:16]([CH2:17][CH:18]([NH2:19])[C:20](=[O:21])[OH:22])[cH:23][cH:24]2)[c:5]([Cl:9])[cH:6][cH:7][cH:8]1.[ClH:1].[Na+:50].[Na+:51].[O-:52][C:53](=[O:54])[O-:55].[O:56]1[CH2:57][CH2:58][O:59][CH2:60][CH2:61]1.[OH2:62].[cH:25]1[cH:26][cH:27][cH:28][c:29]2[c:37]1[CH:36]([CH2:38][O:39][C:40](=[O:41])[O:42][N:43]1[C:44](=[O:45])[CH2:46][CH2:47][C:48]1=[O:49])[c:35]1[c:30]-2[cH:31][cH:32][cH:33][cH:34]1>>[Cl:2][c:3]1[c:4]([C:10](=[O:11])[NH:12][c:13]2[cH:14][cH:15][c:16]([CH2:17][CH:18]([NH:19][C:40]([O:39][CH2:38][CH:36]3[c:35]4[c:30]([cH:31][cH:32][cH:33][cH:34]4)-[c:29]4[cH:28][cH:27][cH:26][cH:25][c:37]43)=[O:41])[C:20](=[O:21])[OH:22])[cH:23][cH:24]2)[c:5]([Cl:9])[cH:6][cH:7][cH:8]1.